From a dataset of the Open Reaction Database (ORD), a public repository of structured organic reaction records. describe an organic reaction: reactants, conditions, products, and yield Starting materials: C(C)(=O)N1CC(C2=CC=C(C=C12)[N+](=O)[O-])(C)C (1-acetyl-3,3-dimethyl-6-nitroindoline), C(C)(=O)N1CC(C2=CC=C(C=C12)NC(\C=C\C1=CC=C(C=C1)C(C)(C)C)=O)(C)C ((2E)-N-(1-Acetyl-3,3-dimethylindolin-6-yl)-3-[4-(tert-butyl)phenyl]prop-2-enamide), O.O.[Sn](Cl)Cl (tin (II) chloride dihydrate), Cl (HCl). Run in C(C)OCC (ethyl ether). Run at temperature 0 celsius, time 10 minute. Product: crude product, C(C)(C)(C)C1=CC=C(/C=C/C(=O)O)C=C1 (4-tert-butyl-trans-cinnamic acid). Reaction SMILES: C(N1C2C(=CC=C(N[C:14](=[O:27])/[CH:15]=[CH:16]/[C:17]3[CH:22]=[CH:21][C:20]([C:23]([CH3:26])([CH3:25])[CH3:24])=[CH:19][CH:18]=3)C=2)C(C)(C)C1)(=O)C.C(N1C2C(=CC=C([N+]([O-])=O)C=2)C(C)(C)C1)(=[O:32])C.O.O.[Sn](Cl)Cl.Cl>C(OCC)C>[C:23]([C:20]1[CH:19]=[CH:18][C:17](/[CH:16]=[CH:15]/[C:14]([OH:27])=[O:32])=[CH:22][CH:21]=1)([CH3:24])([CH3:25])[CH3:26] |f:2.3.4|. Reported procedure: (2E)-N-(1-Acetyl-3,3-dimethylindolin-6-yl)-3-[4-(tert-butyl)phenyl]prop-2-enamide. To a solution of 1-acetyl-3,3-dimethyl-6-nitroindoline, Example 31(c), (110 mg, 0.47 mmol) in ethyl ether (3 mL), magnetically stirred in a round-bottomed flask at 0° C., was added tin (II) chloride dihydrate (0.67 g, 2.96 mmol, Aldrich) and cond HCl (0.3 mL). The reaction mixture was stirred at 0° C. for 10 min, allowed to warm to 25° C. then stirred at that temperature overnight. The reaction mixture was washed ... Reactants: ClC1=C(C(=NC=2N1N=C(C2)C2=CC(=CC=C2)Cl)C)C(C(=O)OC)O (methyl 2-(7-chloro-2-(3-chlorophenyl)-5-methylpyrazolo[1,5-a]pyrimidin-6-yl)-2-hydroxyacetate), CC(=O)OI1(C2=CC=CC=C2C(=O)O1)(OC(=O)C)OC(=O)C (Dess-MartinPeriodinane). Run in C(Cl)Cl (CH2Cl2), C(C)(=O)OCC (ethyl acetate). Conditions: time 1 hour. Yields the product ClC1=C(C(=NC=2N1N=C(C2)C2=CC(=CC=C2)Cl)C)C(C(=O)OC)=O (Methyl 2-(7-chloro-2-(3-chlorophenyl)-5-methylpyrazolo[1,5-a]pyrimidin-6-yl)-2-oxoacetate). Isolated yield 76.4%. RXN SMILES: [Cl:1][C:2]1[N:7]2[N:8]=[C:9]([C:11]3[CH:16]=[CH:15][CH:14]=[C:13]([Cl:17])[CH:12]=3)[CH:10]=[C:6]2[N:5]=[C:4]([CH3:18])[C:3]=1[CH:19]([OH:24])[C:20]([O:22][CH3:23])=[O:21].CC(OI1(OC(C)=O)(OC(C)=O)OC(=O)C2C1=CC=CC=2)=O>C(Cl)Cl.C(OCC)(=O)C>[Cl:1][C:2]1[N:7]2[N:8]=[C:9]([C:11]3[CH:16]=[CH:15][CH:14]=[C:13]([Cl:17])[CH:12]=3)[CH:10]=[C:6]2[N:5]=[C:4]([CH3:18])[C:3]=1[C:19](=[O:24])[C:20]([O:22][CH3:23])=[O:21]. Procedure details: To a mixture of methyl 2-(7-chloro-2-(3-chlorophenyl)-5-methylpyrazolo[1,5-a]pyrimidin-6-yl)-2-hydroxyacetate (5 g, 13.65 mmol) in CH2Cl2 (20 mL) was added Dess-MartinPeriodinane (6.37 g, 15.02 mmol) and the reaction mixture was stirred at room temp for 1 h. The reaction mixture was diluted with ethyl acetate (100 mL). The organic layer was washed with saturated NaHCO3 solution (100 mL) and dried (Na2SO4). The solvent was evaporated and the residue was purified by a quick silica gel chromatograp... Starting materials: C1(=CC=CC=C1)S(=O)(=O)N1C(=CC=2C1=NC=CC2)C(=CC2CCCC2)C2=CC=C(C=C2)S(=O)(=O)CCOC (1-benzenesulfonyl-2-{2-cyclopentyl-1-[4-(2-methoxy-ethanesulfonyl)-phenyl]-vinyl}-1H-pyrrolo[2,3-b]pyridine), C(C)O (ethanol), [OH-].[Na+] (sodium hydroxide). Run in ClCCl (dichloromethane), O1CCCC1 (tetrahydrofuran). Product: C1(CCCC1)C=C(C1=CC=C(C=C1)S(=O)(=O)CCOCC)C1=CC=2C(=NC=CC2)N1 (2-{2-cyclopentyl-1-[4-(2-ethoxy-ethanesulfonyl)-phenyl]-vinyl}-1H-pyrrolo[2,3-b]pyridine). The yield is 90.0%. As a reaction SMILES: C1(S([N:10]2[C:14]3=[N:15][CH:16]=[CH:17][CH:18]=[C:13]3[CH:12]=[C:11]2[C:19]([C:26]2[CH:31]=[CH:30][C:29]([S:32]([CH2:35][CH2:36][O:37][CH3:38])(=[O:34])=[O:33])=[CH:28][CH:27]=2)=[CH:20][CH:21]2[CH2:25][CH2:24][CH2:23][CH2:22]2)(=O)=O)C=CC=CC=1.[OH-].[Na+].[CH2:41](O)C>O1CCCC1.ClCCl>[CH:21]1([CH:20]=[C:19]([C:11]2[NH:10][C:14]3=[N:15][CH:16]=[CH:17][CH:18]=[C:13]3[CH:12]=2)[C:26]2[CH:31]=[CH:30][C:29]([S:32]([CH2:35][CH2:36][O:37][CH2:38][CH3:41])(=[O:33])=[O:34])=[CH:28][CH:27]=2)[CH2:25][CH2:24][CH2:23][CH2:22]1 |f:1.2|. Procedure details: A mixture of 1-benzenesulfonyl-2-{2-cyclopentyl-1-[4-(2-methoxy-ethanesulfonyl)-phenyl]-vinyl}-1H-pyrrolo[2,3-b]pyridine (1.3 g, 2.36 mmol) in ethanol (10 mL), tetrahydrofuran (20 mL) and an aqueous sodium hydroxide solution (10%, 6 mL) was heated at 50° C. for 5 h. The mixture was diluted with dichloromethane (150 mL), washed with water, dried over anhydrous sodium sulfate and then concentrated in vacuo. Purification using a Waters automated flash system (column: Xterra 30 mm×100 mm, sample man... The reactants are ClCCl, CS(C)=O, [Cl-], ClCc1nccn1Cc1ccccc1, [H+], N#C[Na]. Yields the product N#CCc1nccn1Cc1ccccc1. Reaction SMILES: [CH2:24]([Cl:25])[Cl:26].[CH3:4][S:5]([CH3:6])=[O:7].[Cl-:9].[Cl:10][CH2:11][c:12]1[n:13][cH:14][cH:15][n:16]1[CH2:17][c:18]1[cH:19][cH:20][cH:21][cH:22][cH:23]1.[H+:8].[Na:1][C:2]#[N:3]>>[C:2](#[N:3])[CH2:11][c:12]1[n:13][cH:14][cH:15][n:16]1[CH2:17][c:18]1[cH:19][cH:20][cH:21][cH:22][cH:23]1.